From a dataset of the Open Reaction Database (ORD), a public repository of structured organic reaction records. describe an organic reaction: reactants, conditions, products, and yield The reactants are CC(=O)O[BH-](OC(C)=O)OC(C)=O, COc1c(C)ccc2c1CC(C1CCNCC1)OC2CNC=O, CC(=O)O, O=Cc1ccccc1, CC(Cl)Cl, [Na+], [Na+], [OH-], O. Yields the product COc1c(C)ccc2c1CC(C1CCN(Cc3ccccc3)CC1)OC2CNC=O. RXN SMILES: [C:36]([O:37][BH-:38]([O:39][C:40](=[O:41])[CH3:42])[O:43][C:44](=[O:45])[CH3:46])(=[O:47])[CH3:48].[CH3:1][O:2][c:3]1[c:4]2[c:9]([cH:10][cH:11][c:12]1[CH3:13])[CH:8]([CH2:14][NH:15][CH:16]=[O:17])[O:7][CH:6]([CH:18]1[CH2:19][CH2:20][NH:21][CH2:22][CH2:23]1)[CH2:5]2.[CH3:53][C:54](=[O:55])[OH:56].[CH:24](=[O:25])[c:26]1[cH:27][cH:28][cH:29][cH:30][cH:31]1.[Cl:32][CH:33]([Cl:34])[CH3:35].[Na+:49].[Na+:51].[OH-:50].[OH2:52]>>[CH3:1][O:2][c:3]1[c:4]2[c:9]([cH:10][cH:11][c:12]1[CH3:13])[CH:8]([CH2:14][NH:15][CH:16]=[O:17])[O:7][CH:6]([CH:18]1[CH2:19][CH2:20][N:21]([CH2:24][c:26]3[cH:27][cH:28][cH:29][cH:30][cH:31]3)[CH2:22][CH2:23]1)[CH2:5]2. Reactants: [Al+3], CCOC(=O)Cc1ccsc1Br, [Cl-], [Cl-], [Cl-], ClCCl, O=C(Cl)c1ccc(I)c([N+](=O)[O-])c1. Product: CCOC(=O)Cc1cc(C(=O)c2ccc(I)c([N+](=O)[O-])c2)sc1Br. Reaction SMILES: [Al+3:27].[Br:1][c:2]1[s:3][cH:4][cH:5][c:6]1[CH2:7][C:8](=[O:9])[O:10][CH2:11][CH3:12].[Cl-:26].[Cl-:28].[Cl-:29].[Cl:30][CH2:31][Cl:32].[I:13][c:14]1[c:15]([N+:23](=[O:24])[O-:25])[cH:16][c:17]([C:18](=[O:19])[Cl:20])[cH:21][cH:22]1>>[Br:1][c:2]1[s:3][c:4]([C:18]([c:17]2[cH:16][c:15]([N+:23](=[O:24])[O-:25])[c:14]([I:13])[cH:22][cH:21]2)=[O:19])[cH:5][c:6]1[CH2:7][C:8](=[O:9])[O:10][CH2:11][CH3:12]. The reactants are O1CCOCC1 (dioxane), N(C(C)C)C(C)C (HN(i-Pr)2), BrC1=CC=C(C=C1)C(=O)C(=O)C1=CC=C(C=C1)Br (4,4′-dibromobenzil), C(#C)C1=CC=C(C=C1)C(F)(F)F (4-ethynyl-α,α,α-trifluorotoluene). The reagents and catalysts are P(C(C)(C)C)(C(C)(C)C)C(C)(C)C (P(t-Bu)3), C1=CC=C(C=C1)C#N.C1=CC=C(C=C1)C#N.Cl[Pd]Cl (Pd(PhCN)2Cl2), [Cu]I (CuI). The solvent is C(C)(=O)OCC (ethyl acetate). Run at time 8 hour. Product: FC(C1=CC=C(C=C1)C#CC1=CC=C(C=C1)C(C(=O)C1=CC=C(C=C1)C#CC1=CC=C(C=C1)C(F)(F)F)=O)(F)F (1,2-Bis[4-(4-trifluoromethylphenylethynyl)phenyl]ethane-1,2-dione). Isolated yield 74.0%. As a reaction SMILES: [O:1]1[CH2:6][CH2:5][O:4]CC1.N([CH:11]([CH3:13])[CH3:12])C(C)C.Br[C:15]1[CH:20]=[CH:19][C:18]([C:21]([C:23]([C:25]2[CH:30]=[CH:29][C:28](Br)=[CH:27][CH:26]=2)=O)=O)=[CH:17][CH:16]=1.[C:32]([C:34]1[CH:39]=[CH:38][C:37]([C:40]([F:43])([F:42])[F:41])=[CH:36][CH:35]=1)#[CH:33]>C(OCC)(=O)C.C1C=CC(C#N)=CC=1.C1C=CC(C#N)=CC=1.Cl[Pd]Cl.[Cu]I.P(C(C)(C)C)(C(C)(C)C)C(C)(C)C>[F:41][C:40]([F:43])([F:42])[C:15]1[CH:20]=[CH:19][C:18]([C:21]#[C:23][C:25]2[CH:30]=[CH:29][C:28]([C:5](=[O:4])[C:6]([C:12]3[CH:11]=[CH:13][C:34]([C:33]#[C:32][C:34]4[CH:39]=[CH:38][C:37]([C:40]([F:41])([F:42])[F:43])=[CH:36][CH:35]=4)=[CH:32][CH:33]=3)=[O:1])=[CH:27][CH:26]=2)=[CH:17][CH:16]=1 |f:5.6.7|. Procedure details: In a glove box, a schlenk tube was charged with Pd(PhCN)2Cl2 (63 mg, 0.16 mmol) and CuI (21 mg, 0.11 mmol). Under argon counterflow, anhydrous dioxane (50 mL), P(t-Bu)3 (2.7 mL of 0.123 M solution in toluene, 0.33 mmol), HN(i-Pr)2 (1.8 mL, 13 mmol), 4,4′-dibromobenzil (2.0 g, 5.4 mmol), and 4-ethynyl-α,α,α-trifluorotoluene (2.31 g, 13.6 mmol) were added to the schlenk tube sequentially. After stirring at room temperature overnight, the reaction mixture was diluted with ethyl acetate and filtered... The solvent is Cl (hydrochloric acid). The product is CC=1C(=C(N)C=CC1)C=1NC=CN1 (3-methyl-2-(1H-2-imidazolyl)aniline). Conditions: time 10 minute. Starting materials: CC1=NC=2C=CC=C(C2C=2N1C=CN2)C (5,10-dimethylimidazo[1,2-c]quinazoline), N (ammonia). RXN SMILES: CC1[N:11]2[CH:12]=[CH:13][N:14]=[C:10]2[C:9]2[C:8]([CH3:15])=[CH:7][CH:6]=[CH:5][C:4]=2[N:3]=1.N>Cl>[CH3:15][C:8]1[C:9]([C:10]2[NH:14][CH:13]=[CH:12][N:11]=2)=[C:4]([CH:5]=[CH:6][CH:7]=1)[NH2:3]. Procedure details: 6. 13 g of 5,10-dimethylimidazo[1,2-c]quinazoline in 350 ml of 6N hydrochloric acid are stirred at 95° C. and then cooled in an ice bath. The reaction solution is poured into 30 ml of 25% ammonia and stirred in an ice bath for 10 min. The crystals are filtered off, washed with water and dried in a vacuum. 10.1 g of 3-methyl-2-(1H-2-imidazolyl)aniline are obtained. The filtrate is extracted three times with chloroform. The extracts are evaporated in a vacuum. A further 1.4 g of 3-methyl-2-(1H-2-i... Isolated yield 88.5%. The reactants are tetrakis(triphenyl-phosphine)palladium, BrC=1C=C(C=CC1)N(C(=O)NCCCCCCC)CCC (1-(3-bromophenyl)-1-propyl-3-heptylurea), C(=O)C1=CC=C(C=C1)B(O)O (4-formylphenylboronic acid), CN(C=O)C (dimethylformamide), P(=O)([O-])([O-])[O-].[K+].[K+].[K+] (potassium phosphate). Solvent: O (water), mixture. Conditions: temperature 90 celsius, time 3 hour. Yields the product C(CC)N(C(=O)NCCCCCCC)C=1C=C(C=CC1)C1=CC=C(C=C1)C=O (1-propyl-1-(4′-formylbiphenyl-3-yl)-3-heptylurea). The yield is 82.5%. As a reaction SMILES: Br[C:2]1[CH:3]=[C:4]([N:8]([CH2:19][CH2:20][CH3:21])[C:9]([NH:11][CH2:12][CH2:13][CH2:14][CH2:15][CH2:16][CH2:17][CH3:18])=[O:10])[CH:5]=[CH:6][CH:7]=1.[CH:22]([C:24]1[CH:29]=[CH:28][C:27](B(O)O)=[CH:26][CH:25]=1)=[O:23].CN(C)C=O.P([O-])([O-])([O-])=O.[K+].[K+].[K+]>O>[CH2:19]([N:8]([C:4]1[CH:3]=[C:2]([C:27]2[CH:28]=[CH:29][C:24]([CH:22]=[O:23])=[CH:25][CH:26]=2)[CH:7]=[CH:6][CH:5]=1)[C:9]([NH:11][CH2:12][CH2:13][CH2:14][CH2:15][CH2:16][CH2:17][CH3:18])=[O:10])[CH2:20][CH3:21] |f:3.4.5.6|. Reported procedure: 135 mg (5 mol %) of tetrakis(triphenyl-phosphine)palladium are added to a solution of 830 mg (2.34 mmol, 1 eq) of 1-(3-bromophenyl)-1-propyl-3-heptylurea and 460 mg (3.0 mmol, 1.3 eq) of 4-formylphenylboronic acid in 10 mL of a mixture of dimethylformamide and of 2M potassium phosphate solution (8/2). The reaction mixture is stirred for 3 hours at 90° C. The reaction is stopped by addition of 50 mL of water and then extracted with ethyl acetate. The organic phases are combined and dried over sod... Starting materials: C(\C=C\CCCCCCC)(=O)O (trans-2-decenoic acid), CN(CCN)C (N,N-dimethylethane-1,2-diamine). Yields the product CN(CCNC(\C=C\CCCCCCC)=O)C ((E)-N-2-(dimethylamino)ethyl dec-2-enamide). Reaction SMILES: [C:1]([OH:12])(=O)/[CH:2]=[CH:3]/[CH2:4][CH2:5][CH2:6][CH2:7][CH2:8][CH2:9][CH3:10].[CH3:13][N:14]([CH3:18])[CH2:15][CH2:16][NH2:17]>>[CH3:13][N:14]([CH3:18])[CH2:15][CH2:16][NH:17][C:1](=[O:12])/[CH:2]=[CH:3]/[CH2:4][CH2:5][CH2:6][CH2:7][CH2:8][CH2:9][CH3:10]. Procedure: The same operation as in Example 1-1 or 1-2 was carried out using trans-2-decenoic acid and N,N-dimethylethane-1,2-diamine as starting materials to give the aimed compound. Starting materials: C(#N)C1=CC=C(C=C1)N1CCC(CC1)C(=O)O (1-(4-Cyanophenyl)-piperidine-4-carboxylic acid), C=1C=CC2=C(C1)N=NN2O (HOBT), TEA, C[C@H]1N[C@H](CNC1)C ((2R,6S)-2,6-dimethylpiperazine), Cl (HCl). Run in CN(C)C=O (DMF), C(CCl)Cl (EDC), C(Cl)Cl (DCM), C(C)OCC (diethyl ether). Run at time 8 hour. Yields the product Cl.C(#N)C1=CC=C(C=C1)N1CCC(CC1)C(=O)N1C[C@H](N[C@H](C1)C)C ((2R,6S)-4-[1-(4-Cyanophenyl)-piperidine-4-carbonyl]-2,6-dimethylpiperazine hydrochloride). As a reaction SMILES: [C:1]([C:3]1[CH:8]=[CH:7][C:6]([N:9]2[CH2:14][CH2:13][CH:12]([C:15]([OH:17])=O)[CH2:11][CH2:10]2)=[CH:5][CH:4]=1)#[N:2].C1C=CC2N(O)N=NC=2C=1.[CH3:28][C@@H:29]1[CH2:34][NH:33][CH2:32][C@H:31]([CH3:35])[NH:30]1.[ClH:36]>CN(C=O)C.C(Cl)Cl.C(OCC)C.C(Cl)CCl>[ClH:36].[C:1]([C:3]1[CH:4]=[CH:5][C:6]([N:9]2[CH2:10][CH2:11][CH:12]([C:15]([N:33]3[CH2:32][C@H:31]([CH3:35])[NH:30][C@H:29]([CH3:28])[CH2:34]3)=[O:17])[CH2:13][CH2:14]2)=[CH:7][CH:8]=1)#[N:2] |f:8.9|. Procedure: 1-(4-Cyanophenyl)-piperidine4-carboxylic acid (D3)(6.92 g), HOBT (1.77 g), TEA (4.7 ml) and (2R,6S)-2,6-dimethylpiperazine (3.0 g) were stirred in DMF (25 ml) and then EDC (3.7 g) was added and the reaction stirred at rt overnight. The solvent was evaporated and the residue redissolved in DCM (100 ml) and washed with saturated sodium hydrogen carbonate (2×80 ml), brine (75 ml) and the organic layer dried (MgSO4) and evaporated. The crude product was then purified by column chromatography [silica... The reactants are CCO, CCCCCCOC(=O)Cl, ClCCl, Cl, CCOC(=O)CCN(C(=O)c1ccc2c(c1)nc(CN(C)c1ccc(C(=N)N)cc1)n2C)c1ccccn1. The product is CCCCCCOC(=O)NC(=N)c1ccc(N(C)Cc2nc3cc(C(=O)N(CCC(=O)OCC)c4ccccn4)ccc3n2C)cc1. As a reaction SMILES: [CH2:50]([OH:51])[CH3:52].[Cl:40][C:41](=[O:42])[O:43][CH2:44][CH2:45][CH2:46][CH2:47][CH2:48][CH3:49].[Cl:53][CH2:54][Cl:55].[ClH:1].[n:2]1[c:3]([N:8]([C:9](=[O:10])[c:11]2[cH:12][c:13]3[c:14]([n:15]([CH3:30])[c:16]([CH2:18][N:19]([CH3:20])[c:21]4[cH:22][cH:23][c:24]([C:27]([NH2:28])=[NH:29])[cH:25][cH:26]4)[n:17]3)[cH:31][cH:32]2)[CH2:33][CH2:34][C:35](=[O:36])[O:37][CH2:38][CH3:39])[cH:4][cH:5][cH:6][cH:7]1>>[n:2]1[c:3]([N:8]([C:9](=[O:10])[c:11]2[cH:12][c:13]3[c:14]([n:15]([CH3:30])[c:16]([CH2:18][N:19]([CH3:20])[c:21]4[cH:22][cH:23][c:24]([C:27](=[NH:28])[NH:29][C:41](=[O:42])[O:43][CH2:44][CH2:45][CH2:46][CH2:47][CH2:48][CH3:49])[cH:25][cH:26]4)[n:17]3)[cH:31][cH:32]2)[CH2:33][CH2:34][C:35](=[O:36])[O:37][CH2:38][CH3:39])[cH:4][cH:5][cH:6][cH:7]1.